Dataset: the Open Reaction Database (ORD), a public repository of structured organic reaction records. Task: describe an organic reaction: reactants, conditions, products, and yield The reactants are [Al+3].[Cl-].[Cl-].[Cl-] (AlCl3), C1(=CC=CC=C1)NC(C(C)(C)Br)=O (N-phenyl-2-bromo-2-methylpropionamide), Ice water. Yields the product CC1(C(NC2=CC=CC=C12)=O)C (3,3-Dimethyloxindole). Reaction SMILES: [Al+3].[Cl-].[Cl-].[Cl-].[C:5]1([NH:11][C:12](=[O:17])[C:13](Br)([CH3:15])[CH3:14])[CH:10]=[CH:9][CH:8]=[CH:7][CH:6]=1>>[CH3:14][C:13]1([CH3:15])[C:10]2[C:5](=[CH:6][CH:7]=[CH:8][CH:9]=2)[NH:11][C:12]1=[O:17] |f:0.1.2.3|. Procedure: A neat mixture of AlCl3 (8.28 g) and the amide obtained in Step 1. above (5 g) is heated slowly to about 135°-140° C. and maintained at this temperature for about 10-15 min. Ice water is added slowly to the reaction mixture and the residue is extracted with ether. The organic extract is washed with 1N HCl, 10% aqueous sodium carbonate, dried, filtered and evaporated affording a solid. The solid is purified by flash chromatography (silica gel; 2% methanol/methylene chloride) affording the desired... Starting materials: ClC1=CC(=C(C(=O)O)C=C1)S (4-chloro-2-mercaptobenzoic acid), C(#N)C1=NC=CC(=C1)C (2-cyano-4-methylpyridine). Run in N1=CC=CC=C1 (pyridine). Product: ClC1=CC2=C(C(N=C(S2)C2=NC=CC(=C2)C)=O)C=C1 (7-Chloro-2-(4-methyl-2-pyridyl)-4H-1,3-benzothiazine-4-one). Yield: 32.0%. As a reaction SMILES: [Cl:1][C:2]1[CH:10]=[CH:9][C:5]([C:6]([OH:8])=O)=[C:4]([SH:11])[CH:3]=1.[C:12]([C:14]1[CH:19]=[C:18]([CH3:20])[CH:17]=[CH:16][N:15]=1)#[N:13]>N1C=CC=CC=1>[Cl:1][C:2]1[CH:10]=[CH:9][C:5]2[C:6](=[O:8])[N:13]=[C:12]([C:14]3[CH:19]=[C:18]([CH3:20])[CH:17]=[CH:16][N:15]=3)[S:11][C:4]=2[CH:3]=1. Reported procedure: A mixture of 4-chloro-2-mercaptobenzoic acid (3.0 g, 15.9 mmol), 2-cyano-4-methylpyridine (1.9 g, 16.0 mmol) and pyridine (15 ml) was refluxed for 9 hrs as described in Example 9. After cooling, the precipitated crystals were collected by filtration, subjected to a silica gel column chromatography, eluted with ethyl acetate-methanol (5:1, v/v) and recrystallized from chlorobenzene-hexane to give the titled compound (1.47 g, 32%) Starting materials: CCN(CC)S(F)(F)F, Cc1ccccc1, CC(C)c1cc2c(c(-c3ccc(F)cc3)c1C(O)c1ccc(OC(F)(F)F)cc1)C(=O)CC1(CCC1)O2, O. Yields the product CC(C)c1cc2c(c(-c3ccc(F)cc3)c1C(F)c1ccc(OC(F)(F)F)cc1)C(=O)CC1(CCC1)O2. RXN SMILES: [CH2:38]([N:39]([S:40]([F:41])([F:42])[F:44])[CH2:43][CH3:45])[CH3:46].[CH3:48][c:49]1[cH:50][cH:51][cH:52][cH:53][cH:54]1.[F:1][c:2]1[cH:3][cH:4][c:5](-[c:8]2[c:9]3[c:14]([cH:15][c:16]([CH:31]([CH3:32])[CH3:33])[c:17]2[CH:18]([c:19]2[cH:20][cH:21][c:22]([O:25][C:26]([F:27])([F:28])[F:29])[cH:23][cH:24]2)[OH:30])[O:13][C:12]2([CH2:11][C:10]3=[O:37])[CH2:34][CH2:35][CH2:36]2)[cH:6][cH:7]1.[OH2:47]>>[F:1][c:2]1[cH:3][cH:4][c:5](-[c:8]2[c:9]3[c:14]([cH:15][c:16]([CH:31]([CH3:32])[CH3:33])[c:17]2[CH:18]([c:19]2[cH:20][cH:21][c:22]([O:25][C:26]([F:27])([F:28])[F:29])[cH:23][cH:24]2)[F:44])[O:13][C:12]2([CH2:11][C:10]3=[O:37])[CH2:34][CH2:35][CH2:36]2)[cH:6][cH:7]1. Reactants: CCOC1CN(C(=O)OC(C)(C)C)CC(OCc2ccc3ccccc3c2)C1c1ccc(OCCCOCc2ccccc2)cc1, Cl. The product is CCOC1CNCC(OCc2ccc3ccccc3c2)C1c1ccc(OCCCOCc2ccccc2)cc1. RXN SMILES: [C:1]([O:2][C:3](=[O:4])[N:8]1[CH2:9][CH:10]([O:35][CH2:36][c:37]2[cH:38][c:39]3[cH:40][cH:41][cH:42][cH:43][c:44]3[cH:45][cH:46]2)[CH:11]([c:17]2[cH:18][cH:19][c:20]([O:23][CH2:24][CH2:25][CH2:26][O:27][CH2:28][c:29]3[cH:30][cH:31][cH:32][cH:33][cH:34]3)[cH:21][cH:22]2)[CH:12]([O:14][CH2:15][CH3:16])[CH2:13]1)([CH3:5])([CH3:6])[CH3:7].[ClH:47]>>[NH:8]1[CH2:9][CH:10]([O:35][CH2:36][c:37]2[cH:38][c:39]3[cH:40][cH:41][cH:42][cH:43][c:44]3[cH:45][cH:46]2)[CH:11]([c:17]2[cH:18][cH:19][c:20]([O:23][CH2:24][CH2:25][CH2:26][O:27][CH2:28][c:29]3[cH:30][cH:31][cH:32][cH:33][cH:34]3)[cH:21][cH:22]2)[CH:12]([O:14][CH2:15][CH3:16])[CH2:13]1. The reactants are ClC1=C(C=NC2=C(C=CC=C12)C(F)(F)F)C(=O)C1=CC=CC=C1 ([4-Chloro-8-(trifluoromethyl)quinolin-3-yl](phenyl)methanone), C1(=CC=CC=C1)B(O)O (phenylboronic acid), C(=O)([O-])[O-].[Na+].[Na+] (Na2CO3). Reagents/catalysts: C=1C=CC(=CC1)[P](C=2C=CC=CC2)(C=3C=CC=CC3)[Pd]([P](C=4C=CC=CC4)(C=5C=CC=CC5)C=6C=CC=CC6)([P](C=7C=CC=CC7)(C=8C=CC=CC8)C=9C=CC=CC9)[P](C=1C=CC=CC1)(C=1C=CC=CC1)C=1C=CC=CC1 (Pd(PPh3)4). The solvent is C1(=CC=CC=C1)C.CCO (toluene EtOH). Reaction conditions: temperature 90 celsius. The product is C1(=CC=CC=C1)C(=O)C=1C=NC2=C(C=CC=C2C1C1=CC=CC=C1)C(F)(F)F (Phenyl[4-phenyl-8-(trifluoromethyl)quinolin-3-yl]methanone). As a reaction SMILES: Cl[C:2]1[C:11]2[C:6](=[C:7]([C:12]([F:15])([F:14])[F:13])[CH:8]=[CH:9][CH:10]=2)[N:5]=[CH:4][C:3]=1[C:16]([C:18]1[CH:23]=[CH:22][CH:21]=[CH:20][CH:19]=1)=[O:17].[C:24]1(B(O)O)[CH:29]=[CH:28][CH:27]=[CH:26][CH:25]=1.C([O-])([O-])=O.[Na+].[Na+]>C1C=CC([P]([Pd]([P](C2C=CC=CC=2)(C2C=CC=CC=2)C2C=CC=CC=2)([P](C2C=CC=CC=2)(C2C=CC=CC=2)C2C=CC=CC=2)[P](C2C=CC=CC=2)(C2C=CC=CC=2)C2C=CC=CC=2)(C2C=CC=CC=2)C2C=CC=CC=2)=CC=1.C1(C)C=CC=CC=1.CCO>[C:18]1([C:16]([C:3]2[CH:4]=[N:5][C:6]3[C:11]([C:2]=2[C:24]2[CH:29]=[CH:28][CH:27]=[CH:26][CH:25]=2)=[CH:10][CH:9]=[CH:8][C:7]=3[C:12]([F:13])([F:15])[F:14])=[O:17])[CH:23]=[CH:22][CH:21]=[CH:20][CH:19]=1 |f:2.3.4,6.7,^1:42,44,63,82|. Procedure details: [4-Chloro-8-(trifluoromethyl)quinolin-3-yl](phenyl)methanone (compound of formula (VII)), 0.050 g, 0.15 mmol) was taken into toluene/EtOH (3 mL/0.5 mL). Then phenylboronic acid (0.30 mmol) was added followed by 2 M Na2CO3 (0.25 mL, 0.5 mmol) and finally Pd(PPh3)4 (0.009 g, 0.0075 mmol). The reaction was heated at 90° C. for 4 hours. The solvent was removed and the resulting material was purified via column chromatography using 5% ethyl acetate in hexane to elute out 0.043 g of the title compound...